From a dataset of the Open Reaction Database (ORD), a public repository of structured organic reaction records. describe an organic reaction: reactants, conditions, products, and yield Starting materials: OC[C@@H]1CN(CCN1CC(C1=CC2=C(C(OC2)=O)C=C1)O)C(=O)OC(C)(C)C (tert-Butyl(3S)-3-(hydroxymethyl)-4-[2-hydroxy-2-(1-oxo-1,3-dihydro-2-benzofuran-5-yl)ethyl]piperazine-1-carboxylate), C(#N)C=P(CCCC)(CCCC)CCCC (cyanomethylene tri-n-butylphosphorane). Solvent: C1=CC=CC=C1 (benzene). Reaction conditions: temperature 100 celsius. The product is O=C1OCC2=C1C=CC(=C2)C2CN1[C@H](CO2)CN(CC1)C(=O)OC(C)(C)C (tert-butyl(9aS)-3-(1-oxo-1,3-dihydro-2-benzofuran-5-yl)hexahydropyrazino[2,1-c][1,4]oxazine-8(1H)-carboxylate). As a reaction SMILES: O[CH2:2][C@H:3]1[N:8]([CH2:9][CH:10]([OH:21])[C:11]2[CH:20]=[CH:19][C:14]3[C:15](=[O:18])[O:16][CH2:17][C:13]=3[CH:12]=2)[CH2:7][CH2:6][N:5]([C:22]([O:24][C:25]([CH3:28])([CH3:27])[CH3:26])=[O:23])[CH2:4]1.C(C=P(CCCC)(CCCC)CCCC)#N>C1C=CC=CC=1>[O:18]=[C:15]1[C:14]2[CH:19]=[CH:20][C:11]([CH:10]3[O:21][CH2:2][C@@H:3]4[CH2:4][N:5]([C:22]([O:24][C:25]([CH3:26])([CH3:27])[CH3:28])=[O:23])[CH2:6][CH2:7][N:8]4[CH2:9]3)=[CH:12][C:13]=2[CH2:17][O:16]1. Procedure: tert-Butyl(3S)-3-(hydroxymethyl)-4-[2-hydroxy-2-(1-oxo-1,3-dihydro-2-benzofuran-5-yl)ethyl]piperazine-1-carboxylate (3.3 g, 8.4 mmol) and cyanomethylene tri-n-butylphosphorane (3.65 g, 15.1 mmol) were dissolved in 30 mL of benzene, the solution was degassed, and then heated to 100° C. for 3 h. LC-MS showed the product peak (M+1=389). The reaction mixture was cooled and evaporated to dryness. The residue was purified by MPLC through a 330 g Redi-sep column and eluted with a 15% acetone/85% hexane... Reactants: C(C)OC(C=C(C)C1=CC2=C(O1)C(=CC=C2)C2=C(C(=CC(=C2)C(C)C)C(C)C)OCC(F)F)=O (3-{7-[2-(2,2-difluoroethoxy)-3,5-diisopropylphenyl]-benzo[b]furan-2-yl}-but-2-enoic acid ethyl ester), C1CCOC1 (THF), [Li+].[OH-] (LiOH). Solvent: CO (methanol). Product: FC(COC1=C(C=C(C=C1C(C)C)C(C)C)C1=CC=CC2=C1OC(=C2)C(=CC(=O)O)C)F (3-{7-[2-(2,2-Difluoroethoxy)-3,5-diisopropylphenyl]-benzo[b]furan-2-yl}-but-2-enoic acid). As a reaction SMILES: C([O:3][C:4](=[O:34])[CH:5]=[C:6]([C:8]1[O:12][C:11]2[C:13]([C:17]3[CH:22]=[C:21]([CH:23]([CH3:25])[CH3:24])[CH:20]=[C:19]([CH:26]([CH3:28])[CH3:27])[C:18]=3[O:29][CH2:30][CH:31]([F:33])[F:32])=[CH:14][CH:15]=[CH:16][C:10]=2[CH:9]=1)[CH3:7])C.C1COCC1.[Li+].[OH-]>CO>[F:33][CH:31]([F:32])[CH2:30][O:29][C:18]1[C:19]([CH:26]([CH3:28])[CH3:27])=[CH:20][C:21]([CH:23]([CH3:25])[CH3:24])=[CH:22][C:17]=1[C:13]1[C:11]2[O:12][C:8]([C:6]([CH3:7])=[CH:5][C:4]([OH:34])=[O:3])=[CH:9][C:10]=2[CH:16]=[CH:15][CH:14]=1 |f:2.3|. Reported procedure: A mixture of 0.450 mmol of 3-{7-[2-(2,2-difluoroethoxy)-3,5-diisopropylphenyl]-benzo[b]furan-2-yl}-but-2-enoic acid ethyl ester, 3 mL of THF, 3 mL of methanol and 1 mL of LiOH (2N aqueous) was refluxed for 2 hours. After cooling at room temperature, the mixture was acidified to pH=2 and extracted with ethyl acetate. The organic layer was dried over MgSO4 and after evaporation of the solvents, the crude acid was recrystallized from acetonitrile. 3-{7-[2-(2,2-Difluoroethoxy)-3,5-diisopropylphenyl]... Reactants: N1=CC(=CC=C1)N (pyridin-3-amine), BrC=1C=CC(=C(C(=O)O)C1)OCC1=C(C=CC=C1)C#N (5-bromo-2-{[(2-cyanophenyl)methyl]oxy}benzoic acid), Cl.CN(CCCN=C=NCC)C (1-(3-Dimethylaminopropyl)-3-ethylcarbodiimide hydrochloride), ON1N=NC2=C1C=CC=C2 (1-Hydroxybenzotriazole). Solvent: CN(C)C=O (DMF). Reaction conditions: temperature 20 celsius, time 16 hour. Yields the product BrC=1C=CC(=C(C(=O)NC=2C=NC=CC2)C1)OCC1=C(C=CC=C1)C#N (5-Bromo-2-{[(2-cyanophenyl)methyl]oxy}-N-3-pyridinylbenzamide). Reaction SMILES: [N:1]1[CH:6]=[CH:5][CH:4]=[C:3]([NH2:7])[CH:2]=1.[Br:8][C:9]1[CH:10]=[CH:11][C:12]([O:18][CH2:19][C:20]2[CH:25]=[CH:24][CH:23]=[CH:22][C:21]=2[C:26]#[N:27])=[C:13]([CH:17]=1)[C:14](O)=[O:15].Cl.CN(C)CCCN=C=NCC.ON1C2C=CC=CC=2N=N1>CN(C=O)C>[Br:8][C:9]1[CH:10]=[CH:11][C:12]([O:18][CH2:19][C:20]2[CH:25]=[CH:24][CH:23]=[CH:22][C:21]=2[C:26]#[N:27])=[C:13]([CH:17]=1)[C:14]([NH:7][C:3]1[CH:2]=[N:1][CH:6]=[CH:5][CH:4]=1)=[O:15] |f:2.3|. Procedure details: Solid pyridin-3-amine (91 mg, 0.96 mmol) was added in one charge to a stirred solution of 5-bromo-2-{[(2-cyanophenyl)methyl]oxy}benzoic acid (may be prepared as described in Description 34; 160 mg, 0.48 mmol), 1-(3-Dimethylaminopropyl)-3-ethylcarbodiimide hydrochloride (111 mg, 0.58 mmol) and 1-Hydroxybenzotriazole (78 mg, 0.58 mmol) in DMF (15 ml) under nitrogen at 20° C. The reaction mixture was stirred at 20° C. for 16 h. The organic phase was washed with water (25 ml), and extracted with eth... The reactants are ClCC(=O)NC1=NNC2=C(C(=CC=C12)F)F (2-chloro-N-(6,7-difluoro-1H-indazol-3-yl)acetamide), N1CCCCC1 (piperidine). The solvent is C(C)#N (acetonitrile). Yields the product FC1=CC=C2C(=NNC2=C1F)NC(CN1CCCCC1)=O (N-(6,7-difluoro-1H-indazol-3-yl)-1-piperidineacetamide). RXN SMILES: Cl[CH2:2][C:3]([NH:5][C:6]1[C:14]2[C:9](=[C:10]([F:16])[C:11]([F:15])=[CH:12][CH:13]=2)[NH:8][N:7]=1)=[O:4].[NH:17]1[CH2:22][CH2:21][CH2:20][CH2:19][CH2:18]1>C(#N)C>[F:15][C:11]1[C:10]([F:16])=[C:9]2[C:14]([C:6]([NH:5][C:3](=[O:4])[CH2:2][N:17]3[CH2:22][CH2:21][CH2:20][CH2:19][CH2:18]3)=[N:7][NH:8]2)=[CH:13][CH:12]=1. Procedure: The process is performed as in Example 75, starting with 8.5 g of 2-chloro-N-(6,7-difluoro-1H-indazol-3-yl)acetamide, 200 cm3 of acetonitrile and 8.8 cm3 of piperidine. The reaction medium is refluxed for 1 hour, the precipitate formed is then filtered off on a sinter funnel and the crystals are taken up in 200 cm3 of ethyl acetate and 100 cm3 of water. The organic phase is separated out after settling of the phases has taken place, dried over magnesium sulphate, filtered and concentrated to dry... Reactants: CN(C)C(=O)c1cccc(-c2ccc(CNC(=O)OC(C)(C)C)cc2OCc2ccccc2)c1, Cl, C1COCCO1. The product is CN(C)C(=O)c1cccc(-c2ccc(CN)cc2OCc2ccccc2)c1, Cl. RXN SMILES: [CH2:1]([c:2]1[cH:3][cH:4][cH:5][cH:6][cH:7]1)[O:8][c:9]1[c:10](-[c:24]2[cH:25][c:26]([C:30]([N:31]([CH3:32])[CH3:33])=[O:34])[cH:27][cH:28][cH:29]2)[cH:11][cH:12][c:13]([CH2:15][NH:16][C:17](=[O:18])[O:19][C:20]([CH3:21])([CH3:22])[CH3:23])[cH:14]1.[ClH:41].[O:35]1[CH2:36][CH2:37][O:38][CH2:39][CH2:40]1>>[CH2:1]([c:2]1[cH:3][cH:4][cH:5][cH:6][cH:7]1)[O:8][c:9]1[c:10](-[c:24]2[cH:25][c:26]([C:30]([N:31]([CH3:32])[CH3:33])=[O:34])[cH:27][cH:28][cH:29]2)[cH:11][cH:12][c:13]([CH2:15][NH2:16])[cH:14]1.[ClH:41]. Starting materials: CC(=O)O[BH-](OC(C)=O)OC(C)=O, O=C([O-])O, C1CNC1, ClCCCl, O=Cc1ccc2c(c1)CCN(C(=O)C(F)(F)F)C2, [Na+], [Na+]. Yields the product O=C(N1CCc2cc(CN3CCC3)ccc2C1)C(F)(F)F. As a reaction SMILES: [C:23]([O:24][BH-:25]([O:26][C:27](=[O:28])[CH3:29])[O:30][C:31](=[O:32])[CH3:33])(=[O:34])[CH3:35].[C:37](=[O:38])([O-:39])[OH:40].[CH2:19]1[CH2:20][NH:21][CH2:22]1.[Cl:42][CH2:43][CH2:44][Cl:45].[F:1][C:2]([C:3](=[O:4])[N:5]1[CH2:6][c:7]2[cH:8][cH:9][c:10]([CH:15]=[O:16])[cH:11][c:12]2[CH2:13][CH2:14]1)([F:17])[F:18].[Na+:36].[Na+:41]>>[F:1][C:2]([C:3](=[O:4])[N:5]1[CH2:6][c:7]2[cH:8][cH:9][c:10]([CH2:15][N:21]3[CH2:20][CH2:19][CH2:22]3)[cH:11][c:12]2[CH2:13][CH2:14]1)([F:17])[F:18]. Reactants: CC#N, ClCCl, Cl[Cu]Cl, Cl, CC(C)(C)ON=O, Nc1nc2ccc([N+](=O)[O-])cc2s1. Yields the product O=[N+]([O-])c1ccc2nc(Cl)sc2c1. Reaction SMILES: [CH3:22][C:23]#[N:24].[Cl:25][CH2:26][Cl:27].[Cl:28][Cu:29][Cl:30].[ClH:21].[N:1]([O:2][C:3]([CH3:4])([CH3:5])[CH3:6])=[O:7].[NH2:8][c:9]1[s:10][c:11]2[c:12]([n:13]1)[cH:14][cH:15][c:16]([N+:18](=[O:19])[O-:20])[cH:17]2>>[c:9]1([Cl:21])[s:10][c:11]2[c:12]([n:13]1)[cH:14][cH:15][c:16]([N+:18](=[O:19])[O-:20])[cH:17]2. The reactants are BrCCCc1ccccc1, O=C([O-])[O-], [K+], [K+], CN(C)C=O, O, O=c1nc(-c2ccccn2)sc2ccc(O)cc12. Yields the product O=c1nc(-c2ccccn2)sc2ccc(OCCCc3ccccc3)cc12. RXN SMILES: [Br:19][CH2:20][CH2:21][CH2:22][c:23]1[cH:24][cH:25][cH:26][cH:27][cH:28]1.[C:29](=[O:30])([O-:31])[O-:32].[K+:33].[K+:34].[O:35]=[CH:36][N:37]([CH3:38])[CH3:39].[OH2:40].[OH:1][c:2]1[cH:3][cH:4][c:5]2[c:6]([c:7](=[O:17])[n:8][c:9](-[c:11]3[n:12][cH:13][cH:14][cH:15][cH:16]3)[s:10]2)[cH:18]1>>[O:1]([c:2]1[cH:3][cH:4][c:5]2[c:6]([c:7](=[O:17])[n:8][c:9](-[c:11]3[n:12][cH:13][cH:14][cH:15][cH:16]3)[s:10]2)[cH:18]1)[CH2:20][CH2:21][CH2:22][c:23]1[cH:24][cH:25][cH:26][cH:27][cH:28]1. Starting materials: BrC1=C(C#N)C(=CC(=N1)N)N (2-bromo-4,6-diaminonicotinonitrile), C(CO)O (ethylene glycol), [Na] (sodium), [Na] (sodium). The solvent is O (water). Conditions: temperature 150 celsius. Yields the product NC1=CC(=NC(=C1C#N)OCCO)N (4,6-Diamino-2-(2-hydroxy-ethoxy)-nicotinonitrile). Isolated yield 44.0%. Reaction SMILES: [CH2:1]([OH:4])[CH2:2][OH:3].[Na].Br[C:7]1[N:14]=[C:13]([NH2:15])[CH:12]=[C:11]([NH2:16])[C:8]=1[C:9]#[N:10]>O>[NH2:16][C:11]1[C:8]([C:9]#[N:10])=[C:7]([O:3][CH2:2][CH2:1][OH:4])[N:14]=[C:13]([NH2:15])[CH:12]=1 |^1:4|. Procedure details: A heavy walled, sealable tube suitable for microwave heating was charged with 3 mL of ethylene glycol and 50 mg (2.2 mmol) of sodium. The mixture was stirred at 95° C. until all of the sodium had reacted, then 213 mg (1.00 mmol) of 2-bromo-4,6-diaminonicotinonitrile was added. The tube was sealed, and the mixture was heated with a microwave apparatus at 150° C. for 10 minutes then cooled. The mixture was diluted with 15 mL of water, and extracted with ethyl acetate (3×5 mL). The combined ethyl a... Reactants: O=C(O)C(=O)O, [NH4+], [OH-], CC1C(Oc2cccc(C(F)(F)F)c2)CN1C(c1ccccc1)c1ccccc1. Product: O=C(O)C(=O)O, CC1NCC1Oc1cccc(C(F)(F)F)c1. RXN SMILES: [C:1]([C:2](=[O:3])[OH:4])(=[O:5])[OH:6].[NH4+:36].[OH-:37].[c:7]1([CH:8]([c:9]2[cH:10][cH:11][cH:12][cH:13][cH:30]2)[N:14]2[CH:15]([CH3:29])[CH:16]([O:18][c:19]3[cH:20][c:21]([C:25]([F:26])([F:27])[F:28])[cH:22][cH:23][cH:24]3)[CH2:17]2)[cH:31][cH:32][cH:33][cH:34][cH:35]1>>[C:1]([C:2](=[O:3])[OH:4])(=[O:5])[OH:6].[NH:14]1[CH:15]([CH3:29])[CH:16]([O:18][c:19]2[cH:20][c:21]([C:25]([F:26])([F:27])[F:28])[cH:22][cH:23][cH:24]2)[CH2:17]1.